Dataset: the Open Reaction Database (ORD), a public repository of structured organic reaction records. Task: describe an organic reaction: reactants, conditions, products, and yield Reactants: N1C(C2(C3=CC=CC=C13)COC=1C2=CC2=C(OCO2)C1)=O (spiro[furo[2,3-f][1,3]benzodioxole-7,3′-indol]-2′(1′H)-one), BrCC=1OC(=CC1)C(F)(F)F (2-(bromomethyl)-5-(trifluoromethyl)furan), CC1(C=2C(OC1)=CC=1OCC3(C(NC4=CC=CC=C34)=O)C1C2)C (5,5-dimethyl-5,6-dihydrospiro[benzo[1,2-b:5,4-b′]difuran-3,3′-indol]-2′(1′H)-one), BrCC1CCOCC1 (4-(bromomethyl)tetrahydro-2H-pyran). Product: O1CCC(CC1)CN1C(C2(C3=CC=CC=C13)COC=1C2=CC2=C(OCO2)C1)=O (1′-(tetrahydro-2H-pyran-4-ylmethyl)spiro[furo[2,3-f][1,3]benzodioxole-7,3′-indol]-2′(1′H)-one). As a reaction SMILES: [NH:1]1[C:9]2[C:4](=[CH:5][CH:6]=[CH:7][CH:8]=2)[C:3]2([C:13]3=[CH:14][C:15]4[O:19][CH2:18][O:17][C:16]=4[CH:20]=[C:12]3[O:11][CH2:10]2)[C:2]1=[O:21].CC1(C)COC2=CC3OC[C:32]4(C=3C=C12)[C:40]1[C:35](=CC=[CH:38][CH:39]=1)N[C:33]4=[O:41].BrCC1CCOCC1.BrCC1OC(C(F)(F)F)=CC=1>>[O:41]1[CH2:38][CH2:39][CH:40]([CH2:35][N:1]2[C:9]3[C:4](=[CH:5][CH:6]=[CH:7][CH:8]=3)[C:3]3([C:13]4=[CH:14][C:15]5[O:19][CH2:18][O:17][C:16]=5[CH:20]=[C:12]4[O:11][CH2:10]3)[C:2]2=[O:21])[CH2:32][CH2:33]1. Procedure details: Following the procedure described in EXAMPLE 10.21, and making non-critical variations using spiro[furo[2,3-f][1,3]benzodioxole-7,3′-indol]-2′(1′H)-one to replace 5,5-dimethyl-5,6-dihydrospiro[benzo[1,2-b:5,4-b′]difuran-3,3′-indol]-2′(1′H)-one, and 4-(bromomethyl)tetrahydro-2H-pyran to replace 2-(bromomethyl)-5-(trifluoromethyl)furan, the title compound was obtained (25%) as a white solid: mp 142-144° C.; 1H NMR (300 MHz, DMSO-d6) δ 7.34-6.85 (m, 4H), 6.50 (s, 1H), 6.08 (s, 1H), 5.85 (ABq, 2H), ... Starting materials: S(O)(O)(=O)=O (sulfuric acid), ice, C(C=C)(=O)OC (methyl acrylate), C(C)=O (acetaldehyde), Br (HBr). Conditions: time 8 hour. The product is BrCC(C(=O)OC)=CC (methyl 2-bromomethyl-2-butenoate). Reaction SMILES: [C:1]([O:5][CH3:6])(=[O:4])[CH:2]=[CH2:3].[CH:7](=O)[CH3:8].S(=O)(=O)(O)O.[BrH:15]>>[Br:15][CH2:3][C:2](=[CH:7][CH3:8])[C:1]([O:5][CH3:6])=[O:4]. Procedure: In a manner to that of S. E. Drews, D. Emsley, et al., in J. Chem. Soc., Perkin Transaction I, pp. 2079 and 2079 (1982), an ice cooled solution of methyl acrylate (IV) (8.6 g) in conc. HBr (16.5 ml) is mixed dropwise with acetaldehyde (V) (4.4 g) and then conc. sulfuric acid (15 ml). After stirring overnight, the reaction mixture is extracted thrice with ether. The extract is washed with saturated saline, dried over MgSO4, and concentrated. The resulting residue is distilled under reduced pressu... Reactants: ClC1=CC(=C(C=N1)NC)C1=C(C=CC(=C1)F)C (6-chloro-4-(5-fluoro-2-methylphenyl)-N-methylpyridin-3-amine), CO (MeOH). The reagents and catalysts are [Pd] (palladium on carbon). Run in CCOC(=O)C (EtOAc). Run at time 4 hour. The product is FC=1C=CC(=C(C1)C1=C(C=NC=C1)NC)C ([4-(5-Fluoro-2-methyl-phenyl)-pyridin-3-yl]-methyl-amine). Reaction SMILES: Cl[C:2]1[N:7]=[CH:6][C:5]([NH:8][CH3:9])=[C:4]([C:10]2[CH:15]=[C:14]([F:16])[CH:13]=[CH:12][C:11]=2[CH3:17])[CH:3]=1.CO>CCOC(C)=O.[Pd]>[F:16][C:14]1[CH:13]=[CH:12][C:11]([CH3:17])=[C:10]([C:4]2[CH:3]=[CH:2][N:7]=[CH:6][C:5]=2[NH:8][CH3:9])[CH:15]=1. Procedure: A solution of 6-chloro-4-(5-fluoro-2-methylphenyl)-N-methylpyridin-3-amine (0.2 g, 798 μmol, example 253, intermediate a) in EtOAc (1 mL) and MeOH (1.0 mL) under argon was treated with palladium on carbon (21.2 mg, 19.9 μmol) and stirred under an hydrogen atmosphere (0.5 bar overpressure) for 4 hours. Stirring was continued overnight at room temperature. The reaction mixture was filtered over Dicalite and evaporated. The residue was taken up in CH2Cl2 and saturated aqueous NaHCO3 solution and th... The reactants are CCO, ClCCl, NN, O=C1c2ccccc2C(=O)N1C1CCCn2c1nc(-c1ccncc1)cc2=O, O. The product is NC1CCCn2c1nc(-c1ccncc1)cc2=O. As a reaction SMILES: [CH3:35][CH2:36][OH:37].[Cl:32][CH2:33][Cl:34].[NH2:30][NH2:31].[O:1]=[c:2]1[cH:3][c:4](-[c:23]2[cH:24][cH:25][n:26][cH:27][cH:28]2)[n:5][c:6]2[n:7]1[CH2:8][CH2:9][CH2:10][CH:11]2[N:12]1[C:13](=[O:14])[c:15]2[c:16]([cH:17][cH:18][cH:19][cH:20]2)[C:21]1=[O:22].[OH2:29]>>[O:1]=[c:2]1[cH:3][c:4](-[c:23]2[cH:24][cH:25][n:26][cH:27][cH:28]2)[n:5][c:6]2[n:7]1[CH2:8][CH2:9][CH2:10][CH:11]2[NH2:12]. Starting materials: CC(C)(C)[Si](C)(C)C#Cc1ncc(Br)cc1F, [Li]CCCC, CC1CCC(=O)CC1, CCOCC. Product: CC1CCC(O)(c2cnc(C#C[Si](C)(C)C(C)(C)C)c(F)c2)CC1. Reaction SMILES: [Br:6][c:7]1[cH:8][c:9]([F:22])[c:10]([C:13]#[C:14][Si:15]([CH3:16])([CH3:17])[C:18]([CH3:19])([CH3:20])[CH3:21])[n:11][cH:12]1.[CH2:1]([Li:2])[CH2:3][CH2:4][CH3:5].[CH3:23][CH:24]1[CH2:25][CH2:26][C:27](=[O:30])[CH2:28][CH2:29]1.[CH3:31][CH2:32][O:33][CH2:34][CH3:35]>>[c:7]1([C:27]2([OH:30])[CH2:26][CH2:25][CH:24]([CH3:23])[CH2:29][CH2:28]2)[cH:8][c:9]([F:22])[c:10]([C:13]#[C:14][Si:15]([CH3:16])([CH3:17])[C:18]([CH3:19])([CH3:20])[CH3:21])[n:11][cH:12]1.